Dataset: the Open Reaction Database (ORD), a public repository of structured organic reaction records. Task: describe an organic reaction: reactants, conditions, products, and yield Reactants: Cl.COC=1C(=NC=CC1OC)CCl (3,4-dimethoxy-2-chloromethylpyridine hydrochloride), crude material, [OH-].[Na+] (NaOH), C(=O)(OC)C1=CC2=C(NC(=N2)S)C=C1C (5-Carbomethoxy-6-methyl-2-mercapto-1H-benzimidazole), [OH-].[Na+] (NaOH). The solvent is CO (CH3OH), O (H2O), O (H2O), CO (CH3OH). Run at time 1 hour. The product is C(=O)(OC)C1=CC2=C(NC(=N2)SCC2=NC=CC(=C2OC)OC)C=C1C (5-Carbomethoxy-6-methyl-2-[[(3,4-dimethoxy-2-pyridinyl)methyl]thio]-1H-benzimidazole). Yield: 92.0%. RXN SMILES: [C:1]([C:5]1[C:14]([CH3:15])=[CH:13][C:8]2[NH:9][C:10]([SH:12])=[N:11][C:7]=2[CH:6]=1)([O:3][CH3:4])=[O:2].[OH-].[Na+].Cl.[CH3:19][O:20][C:21]1[C:22]([CH2:29]Cl)=[N:23][CH:24]=[CH:25][C:26]=1[O:27][CH3:28]>O.CO>[C:1]([C:5]1[C:14]([CH3:15])=[CH:13][C:8]2[NH:9][C:10]([S:12][CH2:29][C:22]3[C:21]([O:20][CH3:19])=[C:26]([O:27][CH3:28])[CH:25]=[CH:24][N:23]=3)=[N:11][C:7]=2[CH:6]=1)([O:3][CH3:4])=[O:2] |f:1.2,3.4|. Procedure details: 5-Carbomethoxy-6-methyl-2-mercapto-1H-benzimidazole (0.67 g, 0.003 mol) and NaOH (0.12g, 0.003 mol) in H2O (0.6 ml) were dissolved in CH3OH (15 ml). 3,4-dimethoxy-2-chloromethylpyridine hydrochloride, (=0.0036 mol) as a crude material in CH3OH (10 ml) and NaOH (0.144 g, 0.0036 mol) in H2O (0.72 ml) were added. The mixture was heated to reflux and the reflux was continued for 1 hour. CH3OH was evaporated off and the crude material was purified by chromatography on a silica column using CH2Cl2 --C... The reactants are [OH-].[K+] (KOH), C1(=CC=CC=C1)C1=C(C=CC=C1)O (o-phenylphenol), [OH-].[K+] (KOH), ClCCCCCCCCCCCCCCCC (1-chlorohexadecane), CS(=O)C (DMSO). Run in O (water). Run at temperature 70 celsius, time 7.5 hour. The product is C(CCCCCCCCCCCCCCC)OC1=C(C=CC=C1)C1=CC=CC=C1 (2-(hexadecyloxy)-1,1′-biphenyl). Yield: 96.0%. RXN SMILES: [C:1]1([C:7]2[CH:12]=[CH:11][CH:10]=[CH:9][C:8]=2[OH:13])[CH:6]=[CH:5][CH:4]=[CH:3][CH:2]=1.[OH-].[K+].CS(C)=O.Cl[CH2:21][CH2:22][CH2:23][CH2:24][CH2:25][CH2:26][CH2:27][CH2:28][CH2:29][CH2:30][CH2:31][CH2:32][CH2:33][CH2:34][CH2:35][CH3:36]>O>[CH2:36]([O:13][C:8]1[CH:9]=[CH:10][CH:11]=[CH:12][C:7]=1[C:1]1[CH:2]=[CH:3][CH:4]=[CH:5][CH:6]=1)[CH2:35][CH2:34][CH2:33][CH2:32][CH2:31][CH2:30][CH2:29][CH2:28][CH2:27][CH2:26][CH2:25][CH2:24][CH2:23][CH2:22][CH3:21] |f:1.2|. Reported procedure: A 100 mL 3-neck flask was equipped with a magnetic stirrer, a reflux condenser, a nitrogen blanket, and a heating mantle with a temperature controller and a thermocouple. The flask was charged with o-phenylphenol (3.42 grams, 0.02 moles), with KOH pellets (1.37 grams, 0.02 moles, 85%), and with 15 mL of DMSO. The mixture was stirred at 100° C. under nitrogen until all of the KOH had dissolved (about 2 hours). The dark solution was cooled to 70° C., then the 1-chlorohexadecane (5.22 grams, 0.02 m...